From a dataset of the Open Reaction Database (ORD), a public repository of structured organic reaction records. describe an organic reaction: reactants, conditions, products, and yield The reactants are C1(CC1)COC1=C(C=C(C=C1)CC)C=1C2=C(N=CN1)C(=C(N2COCC[Si](C)(C)C)C)C(=O)O (4-[2-(cyclopropylmethoxy)-5-ethylphenyl]-6-methyl-5-{[2-(trimethylsilyl)ethoxy]methyl}-5H-pyrrolo[3,2-d]pyrimidine-7-carboxylic acid), N[C@@H]1CN(C[C@H]1O)C(=O)OC(C)(C)C (tert-butyl (3R*,4R*)-3-amino-4-hydroxy-pyrrolidine-1-carboxylate). Yields the product C1(CC1)COC1=C(C=C(C=C1)CC)C=1C2=C(N=CN1)C(=C(N2COCC[Si](C)(C)C)C)C(=O)N[C@@H]2CN(C[C@H]2O)C(=O)OC(C)(C)C (tert-Butyl(3R*,4R*)-3-{[(4-[2-(cyclopropylmethoxy)-5-ethylphenyl]-6-methyl-5-{[2-(trimethylsilyl)ethoxy]methyl}-5H-pyrrolo[3,2-d]pyrimidin-7-yl)carbonyl]amino}-4-hydroxypyrrolidine-1-carboxylate). Reaction SMILES: [CH:1]1([CH2:4][O:5][C:6]2[CH:11]=[CH:10][C:9]([CH2:12][CH3:13])=[CH:8][C:7]=2[C:14]2[C:15]3[N:22]([CH2:23][O:24][CH2:25][CH2:26][Si:27]([CH3:30])([CH3:29])[CH3:28])[C:21]([CH3:31])=[C:20]([C:32](O)=[O:33])[C:16]=3[N:17]=[CH:18][N:19]=2)[CH2:3][CH2:2]1.[NH2:35][C@H:36]1[C@H:40]([OH:41])[CH2:39][N:38]([C:42]([O:44][C:45]([CH3:48])([CH3:47])[CH3:46])=[O:43])[CH2:37]1>>[CH:1]1([CH2:4][O:5][C:6]2[CH:11]=[CH:10][C:9]([CH2:12][CH3:13])=[CH:8][C:7]=2[C:14]2[C:15]3[N:22]([CH2:23][O:24][CH2:25][CH2:26][Si:27]([CH3:30])([CH3:29])[CH3:28])[C:21]([CH3:31])=[C:20]([C:32]([NH:35][C@H:36]4[C@H:40]([OH:41])[CH2:39][N:38]([C:42]([O:44][C:45]([CH3:48])([CH3:47])[CH3:46])=[O:43])[CH2:37]4)=[O:33])[C:16]=3[N:17]=[CH:18][N:19]=2)[CH2:2][CH2:3]1. Procedure details: Starting from 4-[2-(cyclopropylmethoxy)-5-ethylphenyl]-6-methyl-5-{[2-(trimethylsilyl)ethoxy]methyl}-5H-pyrrolo[3,2-d]pyrimidine-7-carboxylic acid (example D.c14) and commercially available tert-butyl (3R*,4R*)-3-amino-4-hydroxy-pyrrolidine-1-carboxylate the title compound is obtained as pale yellow viscous oil. Starting materials: N1(CCC[C@@H]2CCCC[C@H]12)C(=O)C1=CSC(=C1)C1CCNCC1 (cis-(Octahydro-quinolin-1-yl)-(5-piperidin-4-yl-thiophen-3-yl)-methanone), C([O-])([O-])=O.[K+].[K+] (potassium carbonate), BrCCO (2-bromoethanol). The solvent is CC#N (MeCN). Reaction conditions: temperature 60 celsius, time 5 hour. Product: C(=O)[O-].OCC[N@@H+]1CC[C@@H](CC1)C=1SC=C(C1)C(=O)N1CCCC2CCCCC12 (cis-1-(2-Hydroxy-ethyl)-4-[4-(octahydro-quinoline-1-carbonyl)-thiophen-2-yl]-piperidinium formate). Yield: 125.1%. As a reaction SMILES: [N:1]1([C:11]([C:13]2[CH:17]=[C:16]([CH:18]3[CH2:23][CH2:22][NH:21][CH2:20][CH2:19]3)[S:15][CH:14]=2)=[O:12])[C@@H:10]2[C@@H:5]([CH2:6][CH2:7][CH2:8][CH2:9]2)[CH2:4][CH2:3][CH2:2]1.[C:24](=O)([O-:26])[O-:25].[K+].[K+].Br[CH2:31][CH2:32][OH:33]>CC#N>[CH:24]([O-:26])=[O:25].[OH:33][CH2:32][CH2:31][N@H+:21]1[CH2:20][CH2:19][C@@H:18]([C:16]2[S:15][CH:14]=[C:13]([C:11]([N:1]3[CH:10]4[CH:5]([CH2:6][CH2:7][CH2:8][CH2:9]4)[CH2:4][CH2:3][CH2:2]3)=[O:12])[CH:17]=2)[CH2:23][CH2:22]1 |f:1.2.3,6.7|. Reported procedure: cis-(Octahydro-quinolin-1-yl)-(5-piperidin-4-yl-thiophen-3-yl)-methanone (0.029 g, 0.087 mmol) was dissolved MeCN (1 mL) and potassium carbonate (36 mmol) was added followed by 2-bromoethanol (22 mg). The reaction was heated to 60° C. and stirred for 5 hours. The product was purified by flash chromatography on a SCX-2 cartridge, eluting with acetonitrile and then 2 M ammonia in methanol. The residue was further purified by HPLC, eluting with 10%-98% acetonitrile in water (0.1% formic acid). The ...